From a dataset of the Open Reaction Database (ORD), a public repository of structured organic reaction records. describe an organic reaction: reactants, conditions, products, and yield Reported procedure: To a solution of 55 g of 2-acetylfuran and 193 g of dimethylamine in 1 liter of dry benzene, stirred at 3° under nitrogen, is added dropwise a solution of 31 mL of titanium tetrachloride in 100 mL benzene over 45 minutes. The mixture is stirred for a further 3 hours at 3°, then at ambient temperature overnight. The brown reaction mixture is filtered through a medium frit glass funnel under nitrogen, and the filtered solids are washed with dry benzene. The combined filtrates are concentrated in v... Starting materials: C(C)(=O)C=1OC=CC1 (2-acetylfuran), CNC (dimethylamine). Yields the product CN(C(=C)C=1OC=CC1)C (1-dimethylamino-1-(2-furyl)ethylene). The solvent is C1=CC=CC=C1 (benzene), C1=CC=CC=C1 (benzene). The reagents and catalysts are [Ti](Cl)(Cl)(Cl)Cl (titanium tetrachloride). Reaction conditions: time 3 hour. RXN SMILES: [C:1]([C:4]1[O:5][CH:6]=[CH:7][CH:8]=1)(=O)[CH3:2].[CH3:9][NH:10][CH3:11]>C1C=CC=CC=1.[Ti](Cl)(Cl)(Cl)Cl>[CH3:9][N:10]([CH3:11])[C:1]([C:4]1[O:5][CH:6]=[CH:7][CH:8]=1)=[CH2:2]. Reactants: C(C)OC(CNC(=O)C1=NC(=NC(=C1OCC1=CC=CC=C1)C)CC1CCN(CC1)C1=CC=C(C=C1)C1=CC=C(C=C1)CO)=O (Ethyl({[5-(benzyloxy)-2-({1-[4′-(hydroxymethyl)biphenyl-4-yl]piperidin-4-yl}methyl)-6-methylpyrimidin-4-yl]carbonyl}amino)acetate). Reagents/catalysts: [Pd] (palladium-activated carbon). Solvent: C(C)(=O)OCC (ethyl acetate), ClCCl (dichloromethane). Conditions: time 2.5 hour. The product is C(C)OC(CNC(=O)C1=NC(=NC(=C1O)C)CC1CCN(CC1)C1=CC=C(C=C1)C1=CC=C(C=C1)CO)=O (Ethyl({[5-hydroxy-2-({1-[4′-(hydroxymethyl)biphenyl-4-yl]piperidin-4-yl}methyl)-6-methylpyrimidin-4-yl]carbonyl}amino)acetate). Isolated yield 93.0%. Reaction SMILES: [CH2:1]([O:3][C:4](=[O:45])[CH2:5][NH:6][C:7]([C:9]1[C:14]([O:15]CC2C=CC=CC=2)=[C:13]([CH3:23])[N:12]=[C:11]([CH2:24][CH:25]2[CH2:30][CH2:29][N:28]([C:31]3[CH:36]=[CH:35][C:34]([C:37]4[CH:42]=[CH:41][C:40]([CH2:43][OH:44])=[CH:39][CH:38]=4)=[CH:33][CH:32]=3)[CH2:27][CH2:26]2)[N:10]=1)=[O:8])[CH3:2]>C(OCC)(=O)C.ClCCl.[Pd]>[CH2:1]([O:3][C:4](=[O:45])[CH2:5][NH:6][C:7]([C:9]1[C:14]([OH:15])=[C:13]([CH3:23])[N:12]=[C:11]([CH2:24][CH:25]2[CH2:26][CH2:27][N:28]([C:31]3[CH:32]=[CH:33][C:34]([C:37]4[CH:38]=[CH:39][C:40]([CH2:43][OH:44])=[CH:41][CH:42]=4)=[CH:35][CH:36]=3)[CH2:29][CH2:30]2)[N:10]=1)=[O:8])[CH3:2]. Procedure details: Ethyl({[5-(benzyloxy)-2-({1-[4′-(hydroxymethyl)biphenyl-4-yl]piperidin-4-yl}methyl)-6-methylpyrimidin-4-yl]carbonyl}amino)acetate (0.43 g, 0.71 mmol) was dissolved in a mixed solvent of ethyl acetate (20 mL) and dichloromethane (20 mL), and 10% palladium-activated carbon (0.080 g) was added, followed by stirring at room temperature for 2.5 hours under a hydrogen atmosphere. The reaction solution was filtered with celite, and the filtrate was concentrated under reduced pressure, whereby a solid w... The reactants are Cl.ClC1(C(N=C(O1)C(F)(F)F)(C)CC)C(Cl)Cl (5-chloro-5-(dichloromethyl)-4-ethyl-4-methyl-2-trifluoromethyloxazoline hydrochloride), ice water ethyl ether, O (water), Cl (hydrochloric acid). Solvent: CO (methanol). Run at time 8 hour. Product: Cl.NC(C(C(Cl)Cl)=O)(CC)C (3-amino-1,1-dichloro-3-methyl-2-pentanone hydrochloride). RXN SMILES: Cl.[Cl:2][C:3]1([CH:15]([Cl:17])[Cl:16])[O:7]C(C(F)(F)F)=[N:5][C:4]1([CH2:13][CH3:14])[CH3:12].O.Cl>CO>[ClH:2].[NH2:5][C:4]([CH3:12])([CH2:13][CH3:14])[C:3](=[O:7])[CH:15]([Cl:17])[Cl:16] |f:0.1,5.6|. Procedure details: The 5-chloro-5-(dichloromethyl)-4-ethyl-4-methyl-2-trifluoromethyloxazoline hydrochloride prepared in the preceding step was dissolved in 1800 mL of methanol, 72 mL of water, and 190 mL of concentrated hydrochloric acid, warmed to 50°--C., and stirred at that temperature overnight. The crude reaction mixture was cooled and poured into an ice/water/ethyl ether mixture. The phases were separated and the ether layer was extracted once with water. The ether was saved (organic I). The combined aqueou... Starting materials: N1=CC=C(C=C1)C1=C(NN=C1)C1=CC=C(C=C1)CCC1=NC2=CC=CC=C2C=C1 (2-{2-[4-(4-Pyridin-4-yl-2H-pyrazol-3-yl)-phenyl]-ethyl}-quinoline), ClC=1C=C(C=CC1OCC1=NC2=CC=CC=C2C=C1)C(CC1=CC=NC=C1)=O (1-[3-Chloro-4-(quinolin-2-ylmethoxy)-phenyl]-2-pyridin-4-yl-ethanone). Product: ClC1=C(OCC2=NC3=CC=CC=C3C=C2)C=CC(=C1)C1=NNC=C1C1=CC=NC=C1 (2-[2-Chloro4-(4-pyridin4-yl-1H-pyrazol-3-yl)-phenoxymethyl]-quinoline). Procedure details: Following the procedure for the preparation of 2-{2-[4-(4-Pyridin-4-yl-2H-pyrazol-3-yl)-phenyl]-ethyl}-quinoline but substituting 1-[3-Chloro-4-(quinolin-2-ylmethoxy)-phenyl]-2-pyridin-4-yl-ethanone provided the title compound. 1H NMR (400 MHz, CD3OD) δ 8.37 (m, 4 H), 8.02 (d, J=8.7 Hz, 2 H), 7.93 (d, J=8.3 Hz, 2H), 7.78 (m, 2 H), 7.61 (t, J=7.1 Hz, 1 H), 7.31 (m, 2H), 7.21 (m, 1 H), 5.44 (s, 2H); MS: (M+H m/z=413.0). Reaction SMILES: N1C=CC(C2C=[N:10][NH:9][C:8]=2C2C=CC(CCC3C=CC4C(=CC=CC=4)N=3)=CC=2)=CC=1.[Cl:30][C:31]1[CH:32]=[C:33]([C:49](=O)[CH2:50][C:51]2[CH:56]=[CH:55][N:54]=[CH:53][CH:52]=2)[CH:34]=[CH:35][C:36]=1[O:37][CH2:38][C:39]1[CH:48]=[CH:47][C:46]2[C:41](=[CH:42][CH:43]=[CH:44][CH:45]=2)[N:40]=1>>[Cl:30][C:31]1[CH:32]=[C:33]([C:49]2[C:50]([C:51]3[CH:56]=[CH:55][N:54]=[CH:53][CH:52]=3)=[CH:8][NH:9][N:10]=2)[CH:34]=[CH:35][C:36]=1[O:37][CH2:38][C:39]1[CH:48]=[CH:47][C:46]2[C:41](=[CH:42][CH:43]=[CH:44][CH:45]=2)[N:40]=1. Starting materials: FC1=C(CO)C=C(C=C1)O (2-fluoro-5-hydroxybenzyl alcohol), ICCCC (1-iodobutane), C(\C=C\C(=O)O)(=O)O.C(C)[C@H]1N(CCNC1)C(=O)OCC1=CC=C(C=C1)OC(F)F ((R)-4-Difluoromethoxybenzyl 2-ethylpiperazine-1-carboxylate fumarate). The product is C(\C=C\C(=O)O)(=O)O.C[C@H]1N(CCNC1)C(=O)OCC1=C(C=CC(=C1)OCCCC)F ((R)-5-Butoxy-2-fluorobenzyl 2-methylpiperazine-1-carboxylate fumarate), product. The yield is 18.0%. As a reaction SMILES: [F:1][C:2]1[CH:9]=[CH:8][C:7]([OH:10])=[CH:6][C:3]=1[CH2:4][OH:5].I[CH2:12][CH2:13][CH2:14][CH3:15].[C:16]([OH:23])(=[O:22])/[CH:17]=[CH:18]/[C:19]([OH:21])=[O:20].[CH2:24]([C@@H:26]1[CH2:31][NH:30][CH2:29][CH2:28][N:27]1[C:32](OCC1C=CC(OC(F)F)=CC=1)=[O:33])C>>[C:16]([OH:23])(=[O:22])/[CH:17]=[CH:18]/[C:19]([OH:21])=[O:20].[CH3:24][C@@H:26]1[CH2:31][NH:30][CH2:29][CH2:28][N:27]1[C:32]([O:5][CH2:4][C:3]1[CH:6]=[C:7]([O:10][CH2:12][CH2:13][CH2:14][CH3:15])[CH:8]=[CH:9][C:2]=1[F:1])=[O:33] |f:2.3,4.5|. Procedure details: (R)-5-Butoxy-2-fluorobenzyl 2-methylpiperazine-1-carboxylate fumarate was prepared from 2-fluoro-5-hydroxybenzyl alcohol, 1-iodobutane and (R) 1-chlorocarbonyl-2-methyl-4-tert-butoxycarbonylpiperazine according to the methods described for Examples 54 and 96 to give the product as a white solid (18%); melting point 171.6–171.7° C.; NMR δH (400 MHz, DMSO-d6) 0.928(3H, t, J 7.0 Hz), 1.167(3H, d, J 7.0 Hz), 1.421(2H, m, J 7.5 Hz), 1.676(2H, m, J 7.5 Hz), 2.564(2H, bm), 2.787(2H, bs), 2.982(2H, bm),... The reactants are C=CCc1c(OC(C)=O)ccc2cnn(C(=O)NCC)c12, O=C(OO)c1cccc(Cl)c1, ClCCl. The product is CCNC(=O)n1ncc2ccc(OC(C)=O)c(CC3CO3)c21. RXN SMILES: [CH2:1]([CH:2]=[CH2:3])[c:4]1[c:5]([O:18][C:19]([CH3:20])=[O:21])[cH:6][cH:7][c:8]2[cH:9][n:10][n:11]([C:13]([NH:14][CH2:15][CH3:16])=[O:17])[c:12]12.[Cl:22][c:23]1[cH:24][cH:25][cH:26][c:27]([C:28]([O:29][OH:31])=[O:30])[cH:32]1.[Cl:33][CH2:34][Cl:35]>>[CH2:1]([CH:2]1[CH2:3][O:30]1)[c:4]1[c:5]([O:18][C:19]([CH3:20])=[O:21])[cH:6][cH:7][c:8]2[cH:9][n:10][n:11]([C:13]([NH:14][CH2:15][CH3:16])=[O:17])[c:12]12. The reactants are Cl (hydrochloric acid), CN1C[C@@H](CC1)O ((3R)-1-methylpyrrolidin-3-ol), C1(=CC=CC=C1)P(C1=CC=CC=C1)C1=CC=CC=C1 (triphenylphosphine), N(=NC(=O)OC(C)(C)C)C(=O)OC(C)(C)C (di-tert-butyl azodicarboxylate). Solvent: O1CCCC1 (tetrahydrofuran), O (water), O1CCCC1 (tetrahydrofuran), O1CCCC1 (tetrahydrofuran). Reaction conditions: time 1 hour. Yields the product Cl.Cl.N(N)[C@@H]1CN(CC1)C ((3S)-3-hydrazino-1-methylpyrrolidine dihydrochloride). As a reaction SMILES: [CH3:1][N:2]1[CH2:6][CH2:5][C@@H:4](O)[CH2:3]1.C1(P(C2C=CC=CC=2)C2C=CC=CC=2)C=CC=CC=1.[N:27](C(OC(C)(C)C)=O)=[N:28]C(OC(C)(C)C)=O.[ClH:43]>O1CCCC1.O>[ClH:43].[ClH:43].[NH:27]([C@H:4]1[CH2:5][CH2:6][N:2]([CH3:1])[CH2:3]1)[NH2:28] |f:6.7.8|. Procedure details: To a mixture of (3R)-1-methylpyrrolidin-3-ol and 35 mL of tetrahydrofuran was added 18.2 g of triphenylphosphine, and a solution of 13.2 g of di-tert-butyl azodicarboxylate in 10 mL of a tetrahydrofuran was added dropwise thereto under ice-cooling, followed by stirring for 1 hour, and further stirring at room temperature for 1 hour. To the reaction mixture was added 40 mL of a 6 M hydrochloric acid, followed by stirring at room temperature overnight. To the reaction mixture was added 40 mL of wa... The reactants are CCN(CC)C(=O)CBr, CO, CCOC(C)=O, ClCCl, N#Cc1c(N)nc(S)c(C#N)c1-c1ccc(O)cc1, [Na+], O=C([O-])O, CN(C)C=O, O. Product: CCN(CC)C(=O)CSc1nc(N)c(C#N)c(-c2ccc(O)cc2)c1C#N. Reaction SMILES: [CH2:20]([CH3:21])[N:22]([C:23]([CH2:24][Br:25])=[O:26])[CH2:27][CH3:28].[CH3:37][OH:38].[CH3:45][CH2:46][O:47][C:48](=[O:49])[CH3:50].[Cl:34][CH2:35][Cl:36].[NH2:1][c:2]1[n:3][c:4]([SH:19])[c:5]([C:17]#[N:18])[c:6](-[c:10]2[cH:11][cH:12][c:13]([OH:16])[cH:14][cH:15]2)[c:7]1[C:8]#[N:9].[Na+:33].[O-:29][C:30]([OH:31])=[O:32].[O:39]=[CH:40][N:41]([CH3:42])[CH3:43].[OH2:44]>>[NH2:1][c:2]1[n:3][c:4]([S:19][CH2:24][C:23]([N:22]([CH2:20][CH3:21])[CH2:27][CH3:28])=[O:26])[c:5]([C:17]#[N:18])[c:6](-[c:10]2[cH:11][cH:12][c:13]([OH:16])[cH:14][cH:15]2)[c:7]1[C:8]#[N:9]. Starting materials: OC1=CC2=C(C(CNCC2)C2=CC=C(C=C2)SC)C=C1O (7,8-dihydroxy-1-(p-methylthiophenyl)-2,3,4,5-tetrahydro-1H-3-benzazepine), C1CO1 (ethylene oxide), Cl (hydrogen chloride). Product: Cl.OC1=CC2=C(C(CN(CC2)CCO)C2=CC=C(C=C2)SC)C=C1O (7,8-dihydroxy-3-(2-hydroxyethyl)-1-(p-methylthiophenyl)-2,3,4,5-tetrahydro-1H-3-benzazepine hydrochloride). Run in CC(=O)C (acetone), C(C)(=O)OCC (ethyl acetate), C(C)O (ethanol). Conditions: time 40 hour. Procedure details: A 4 g sample of 7,8-dihydroxy-1-(p-methylthiophenyl)-2,3,4,5-tetrahydro-1H-3-benzazepine is slurred in 25 ml of acetone and 0.8 g ( ~ 10% excess) of ethylene oxide is added. The mixture is placed in a pressure bottle and stirred at ambient temperature for about 40 hours. The reaction mixture is then heated to 60°-80° for 30 minutes, cooled and filtered. Concentration of the filtrate gives a solid which is taken up in ethyl acetate and reprecipitated with ether. The solid thus obtained is dissolv... As a reaction SMILES: [OH:1][C:2]1[C:20]([OH:21])=[CH:19][C:5]2[CH:6]([C:11]3[CH:16]=[CH:15][C:14]([S:17][CH3:18])=[CH:13][CH:12]=3)[CH2:7][NH:8][CH2:9][CH2:10][C:4]=2[CH:3]=1.[CH2:22]1[O:24][CH2:23]1.[ClH:25]>CC(C)=O.C(OCC)(=O)C.C(O)C>[ClH:25].[OH:1][C:2]1[C:20]([OH:21])=[CH:19][C:5]2[CH:6]([C:11]3[CH:12]=[CH:13][C:14]([S:17][CH3:18])=[CH:15][CH:16]=3)[CH2:7][N:8]([CH2:22][CH2:23][OH:24])[CH2:9][CH2:10][C:4]=2[CH:3]=1 |f:6.7|.